This data is from the Open Reaction Database (ORD), a public repository of structured organic reaction records. The task is: describe an organic reaction: reactants, conditions, products, and yield Reactants: O=C1CCN(CC1)C1=C(C=C(C=C1)N1C(O[C@H](C1)CNC(C)=O)=O)F ((S)—N-{3-[4-(4-oxo-piperidin-1-yl)-3-fluorophenyl]-2-oxo-oxazolidin-5-ylmethyl}-acetamide), [C-]#N.[Na+] (sodium cyanide), C1(=CC=CC=C1)S(=O)(=O)N (phenylsulfonamide). Yields the product C1(=CC=CC=C1)S(=O)(=O)NC1(CCN(CC1)C1=C(C=C(C=C1)N1C(O[C@H](C1)CNC(C)=O)=O)F)C#N ((S)—N-{3-[4-(4-Phenylsulfonylamino-4-cyanopiperidin-1-yl)-3-fluorophenyl]-2-oxo-oxazolidin-5-ylmethyl}-acetamide). RXN SMILES: O=[C:2]1[CH2:7][CH2:6][N:5]([C:8]2[CH:13]=[CH:12][C:11]([N:14]3[CH2:18][C@H:17]([CH2:19][NH:20][C:21](=[O:23])[CH3:22])[O:16][C:15]3=[O:24])=[CH:10][C:9]=2[F:25])[CH2:4][CH2:3]1.[C-:26]#[N:27].[Na+].[C:29]1([S:35]([NH2:38])(=[O:37])=[O:36])[CH:34]=[CH:33][CH:32]=[CH:31][CH:30]=1>>[C:29]1([S:35]([NH:38][C:2]2([C:26]#[N:27])[CH2:3][CH2:4][N:5]([C:8]3[CH:13]=[CH:12][C:11]([N:14]4[CH2:18][C@H:17]([CH2:19][NH:20][C:21](=[O:23])[CH3:22])[O:16][C:15]4=[O:24])=[CH:10][C:9]=3[F:25])[CH2:6][CH2:7]2)(=[O:37])=[O:36])[CH:34]=[CH:33][CH:32]=[CH:31][CH:30]=1 |f:1.2|. Reported procedure: By using procedure as described in Example 45 and by reacting (S)—N-{3-[4-(4-oxo-piperidin-1-yl)-3-fluorophenyl]-2-oxo-oxazolidin-5-ylmethyl}-acetamide with sodium cyanide and phenylsulfonamide the compound was obtained in % yield. The reactants are COC1=CC=C(CN2N=CC3=C2N=CC=2CC(CCC32)C(=O)OCC)C=C1 (ethyl 3-(4-methoxybenzyl)-6,7,8,9-tetrahydro-3H-pyrazolo[3,4-c]isoquinoline-7-carboxylate), [OH-].[Li+] (lithium hydroxide). Reaction SMILES: [CH3:1][O:2][C:3]1[CH:27]=[CH:26][C:6]([CH2:7][N:8]2[C:12]3[N:13]=[CH:14][C:15]4[CH2:16][CH:17]([C:21]([O:23]CC)=[O:22])[CH2:18][CH2:19][C:20]=4[C:11]=3[CH:10]=[N:9]2)=[CH:5][CH:4]=1.[OH-].[Li+]>O1CCCC1.CO.O>[CH3:1][O:2][C:3]1[CH:4]=[CH:5][C:6]([CH2:7][N:8]2[C:12]3[N:13]=[CH:14][C:15]4[CH2:16][CH:17]([C:21]([OH:23])=[O:22])[CH2:18][CH2:19][C:20]=4[C:11]=3[CH:10]=[N:9]2)=[CH:26][CH:27]=1 |f:1.2|. Run in O (water), O1CCCC1 (tetrahydrofuran), CO (methanol), O (water). Product: COC1=CC=C(CN2N=CC3=C2N=CC=2CC(CCC32)C(=O)O)C=C1 (3-(4-methoxybenzyl)-6,7,8,9-tetrahydro-3H-pyrazolo[3,4-c]isoquinoline-7-carboxylic acid), solid. Procedure: To a solution of ethyl 3-(4-methoxybenzyl)-6,7,8,9-tetrahydro-3H-pyrazolo[3,4-c]isoquinoline-7-carboxylate (159 mg, 0.44 mmol) in tetrahydrofuran (5 mL), methanol (2 mL) and water (3 mL) was added excess lithium hydroxide (0.5 g). The mixture was stirred at room temperature for 1.5 hours diluted with water (50 mL) and extracted with ethyl acetate (3×50 mL). The organic layer was dried with anhydrous magnesium sulfate and evaporated to dryness to give 3-(4-methoxybenzyl)-6,7,8,9-tetrahydro-3H-pyr... Reaction conditions: time 1.5 hour. The reactants are CN(CC1CC1)c1cc(NC(=O)OC(C)(C)C)c(NC(=O)CC(=O)c2ccnc(C#N)c2)cc1C(F)(F)F, ClCCl, O=C(O)C(F)(F)F. Yields the product CN(CC1CC1)c1cc2c(cc1C(F)(F)F)NC(=O)CC(c1ccnc(C#N)c1)=N2. RXN SMILES: [C:1]([O:2][C:3](=[O:4])[NH:7][c:8]1[c:9]([NH:24][C:25]([CH2:26][C:27](=[O:5])[c:29]2[cH:30][c:31]([C:35]#[N:36])[n:32][cH:33][cH:34]2)=[O:37])[cH:10][c:11]([C:20]([F:21])([F:22])[F:23])[c:12]([N:14]([CH3:15])[CH2:16][CH:17]2[CH2:18][CH2:19]2)[cH:13]1)([CH3:6])([CH3:28])[CH3:38].[Cl:46][CH2:47][Cl:48].[F:39][C:40]([F:41])([F:42])[C:43]([OH:44])=[O:45]>>[N:7]1=[C:27]([c:29]2[cH:30][c:31]([C:35]#[N:36])[n:32][cH:33][cH:34]2)[CH2:26][C:25](=[O:37])[NH:24][c:9]2[c:8]1[cH:13][c:12]([N:14]([CH3:15])[CH2:16][CH:17]1[CH2:18][CH2:19]1)[c:11]([C:20]([F:21])([F:22])[F:23])[cH:10]2. Starting materials: Cc1cc(Br)cc(N)c1C, F, O=N[O-], [Na+], O, c1ccncc1. The product is Cc1cc(Br)cc(F)c1C. RXN SMILES: [Br:1][c:2]1[cH:3][c:4]([CH3:10])[c:5]([CH3:9])[c:6]([NH2:7])[cH:8]1.[FH:22].[N:11]([O-:12])=[O:13].[Na+:14].[OH2:15].[n:16]1[cH:17][cH:18][cH:19][cH:20][cH:21]1>>[Br:1][c:2]1[cH:3][c:4]([CH3:10])[c:5]([CH3:9])[c:6]([F:22])[cH:8]1. The reactants are [H-].[Na+] (sodium hydride), FC=1C(=C2C=C(NC2=CC1)C(=O)O)C(F)(F)F (5-fluoro-4-trifluoromethylindole-2-carboxylic acid), C[C@@H]1OC1 ((S)-methyloxirane). Run in O1CCCC1 (tetrahydrofuran), C1(=CC=CC=C1)OC1=CC=CC=C1 (diphenyl ether). Reaction conditions: time 4 hour. Product: FC=1C(=C2C=CN(C2=CC1)C[C@@H](C)O)C(F)(F)F ((R)-1-(5-fluoro-4-trifluoromethyl-indol-1-yl)-propan-2-ol). Isolated yield 35.5%. RXN SMILES: [F:1][C:2]1[C:3]([C:14]([F:17])([F:16])[F:15])=[C:4]2[C:8](=[CH:9][CH:10]=1)[NH:7][C:6](C(O)=O)=[CH:5]2.[H-].[Na+].[CH3:20][C@H:21]1[CH2:23][O:22]1>C1(OC2C=CC=CC=2)C=CC=CC=1.O1CCCC1>[F:1][C:2]1[C:3]([C:14]([F:15])([F:16])[F:17])=[C:4]2[C:8](=[CH:9][CH:10]=1)[N:7]([CH2:20][C@H:21]([OH:22])[CH3:23])[CH:6]=[CH:5]2 |f:1.2|. Reported procedure: A suspension of 0.8 g of 5-fluoro-4-trifluoromethylindole-2-carboxylic acid in 16 ml of diphenyl ether was stirred at 260° for 4 hours and, after cooling to 0°, diluted with 16 ml of tetrahydrofuran. 122 mg of sodium hydride dispersion were added and the mixture was stirred for 1 hour. Subsequently, 0.46 ml of (S)-methyloxirane was added and the reaction mixture was stirred at room temperature for 60 hours. The mixture was extracted with diethyl ether, water and saturated sodium chloride solutio... The reactants are P(OC1=CC=CC=C1)(OC1=CC=CC=C1)[O-] (diphenyl phosphite), N1C=NC=C1 (imidazole), ClC1=C(C=CC=C1)C(O)(C1=CC=CC=C1)C1=CC=CC=C1 (o-chlorophenyldiphenylmethanol). The solvent is C1=CC=CC=C1 (benzene). Yields the product ClC1=C(C=CC=C1)C(N1C=NC=C1)(C1=CC=CC=C1)C1=CC=CC=C1 (1-(o-chlorophenyldiphenylmethyl)imidazole). The yield is 72.8%. As a reaction SMILES: P([O-])(OC1C=CC=CC=1)OC1C=CC=CC=1.[NH:17]1[CH:21]=[CH:20][N:19]=[CH:18]1.[Cl:22][C:23]1[CH:28]=[CH:27][CH:26]=[CH:25][C:24]=1[C:29]([C:37]1[CH:42]=[CH:41][CH:40]=[CH:39][CH:38]=1)([C:31]1[CH:36]=[CH:35][CH:34]=[CH:33][CH:32]=1)O>C1C=CC=CC=1>[Cl:22][C:23]1[CH:28]=[CH:27][CH:26]=[CH:25][C:24]=1[C:29]([C:31]1[CH:32]=[CH:33][CH:34]=[CH:35][CH:36]=1)([C:37]1[CH:42]=[CH:41][CH:40]=[CH:39][CH:38]=1)[N:17]1[CH:21]=[CH:20][N:19]=[CH:18]1. Procedure: A mixture of benzene (20 ml), diphenyl phosphite (5.62 g, 24 mmole), imidazole (2.45 g, 36 mmole) and o-chlorophenyldiphenylmethanol (2.95 g, 10 mmole) obtained in Example 1 (A) was refluxed for 8 hours. After cooling, the reaction mixture was washed with a 5% aqueous potassium hydroxide solution (20 ml). The benzene layer was separated, washed with water, dried over magnesium sulfate and evaporated. Recrystallization of the crystalline residue from acetonitrile gave 2.51 g of 1-(o-chlorophenyld... Starting materials: CC1(C)C(=O)N(Br)C(=O)N1Br, Cc1c([N+](=O)[O-])ccc(F)c1C(=O)O, O, O=S(=O)(O)O. Yields the product Cc1c([N+](=O)[O-])cc(Br)c(F)c1C(=O)O. Reaction SMILES: [Br:20][N:21]1[C:22]([CH3:23])([CH3:24])[C:25](=[O:26])[N:27]([Br:28])[C:29]1=[O:30].[F:1][c:2]1[cH:3][cH:4][c:5]([N+:12](=[O:13])[O-:14])[c:6]([CH3:11])[c:7]1[C:8](=[O:9])[OH:10].[OH2:31].[S:15](=[O:16])(=[O:17])([OH:18])[OH:19]>>[F:1][c:2]1[c:3]([Br:20])[cH:4][c:5]([N+:12](=[O:13])[O-:14])[c:6]([CH3:11])[c:7]1[C:8](=[O:9])[OH:10]. Starting materials: CC(=O)O, CC(=O)c1ccccc1, O=Cc1ccc(F)cc1, [Na+], [OH-], O, O=S(=O)(O)O. Product: O=C(C=Cc1ccc(F)cc1)c1ccccc1. Reaction SMILES: [C:26]([OH:27])(=[O:28])[CH3:29].[CH3:1][C:2](=[O:3])[c:4]1[cH:5][cH:6][cH:7][cH:8][cH:9]1.[F:10][c:11]1[cH:12][cH:13][c:14]([CH:15]=[O:16])[cH:17][cH:18]1.[Na+:25].[OH-:24].[OH2:30].[S:19](=[O:20])(=[O:21])([OH:22])[OH:23]>>[CH:1]([C:2](=[O:3])[c:4]1[cH:5][cH:6][cH:7][cH:8][cH:9]1)=[CH:15][c:14]1[cH:13][cH:12][c:11]([F:10])[cH:18][cH:17]1. Reactants: O (water), CI (methyliodide), NC=1C=C(C=CC1)C1=NN2C(C=CC=C2)=C1C=CC(=O)N1C(CCCC1)CC (1-[3-{2-(3-aminophenyl)pyrazolo[1,5-a]pyridin-3-yl}acryloyl]-2-ethylpiperidine), C([O-])([O-])=O.[K+].[K+] (potassium carbonate). Run in CN(C=O)C (N,N-dimethylformamide), CN(C=O)C (N,N-dimethylformamide). Conditions: time 50 minute. The product is CNC=1C=C(C=CC1)C1=NN2C(C=CC=C2)=C1C=CC(=O)N1C(CCCC1)CC (1-[3-{2-(3-methylaminophenyl)pyrazolo[1,5-a]pyridin-3-yl}acryloyl]-2-ethylpiperidine). Yield: 26.7%. Reaction SMILES: CI.[NH2:3][C:4]1[CH:5]=[C:6]([C:10]2[C:18]([CH:19]=[CH:20][C:21]([N:23]3[CH2:28][CH2:27][CH2:26][CH2:25][CH:24]3[CH2:29][CH3:30])=[O:22])=[C:13]3[CH:14]=[CH:15][CH:16]=[CH:17][N:12]3[N:11]=2)[CH:7]=[CH:8][CH:9]=1.[C:31](=O)([O-])[O-].[K+].[K+].O>CN(C)C=O>[CH3:31][NH:3][C:4]1[CH:5]=[C:6]([C:10]2[C:18]([CH:19]=[CH:20][C:21]([N:23]3[CH2:28][CH2:27][CH2:26][CH2:25][CH:24]3[CH2:29][CH3:30])=[O:22])=[C:13]3[CH:14]=[CH:15][CH:16]=[CH:17][N:12]3[N:11]=2)[CH:7]=[CH:8][CH:9]=1 |f:2.3.4|. Procedure: A solution of methyliodide (0.84 g) in N,N-dimethylformamide (2 ml) was added dropwise to a stirred mixture of 1-[3-{2-(3-aminophenyl)pyrazolo[1,5-a]pyridin-3-yl}acryloyl]-2-ethylpiperidine (trans isomer) (1.50 g) and powdered potassium carbonate (0.28 g) in N,N-dimethylformamide (10 ml) at room temperature. After being stirred at room temperature for 2 hours and 50 minutes, the reaction mixture was poured into water and extracted with ethyl acetate. The extract was washed with water and saturat... Reactants: ClC1=C(C=CC(=C1)OCCCN1CCN(CC1)C)N1C=NC2=C1C=CC(=C2C)C ((2-Chloro-4-[3-(4-methyl-piperazin-1-yl)-propoxy]-phenyl}-4,5-dimethyl-1H-benzoimidazole), ClC1=C(C=O)C=CC(=C1)OCCCN1CCN(CC1)C (2-Chloro-4-[3-(4-methyl-piperazin-1-yl)-propoxy]-benzaldehyde), CC1=C(C(=CC=C1C)N)N (3,4-dimethyl-benzene-1,2-diamine), Na2S2O5. The solvent is CN(C)C=O (DMF). Yields the product ClC1=C(C=CC(=C1)OCCCN1CCN(CC1)C)C1=NC2=C(N1)C=CC(=C2C)C (2-{2-Chloro-4-[3-(4-methyl-piperazin-1-yl)-propoxy]-phenyl}-4,5-dimethyl-1H-benzoimidazole). Yield: 76.0%. RXN SMILES: ClC1C=C(OCCCN2CCN(C)CC2)C=CC=1[N:19]1[C:23]2[CH:24]=[CH:25][C:26]([CH3:29])=[C:27]([CH3:28])[C:22]=2[N:21]=C1.[Cl:30][C:31]1[CH:38]=[C:37]([O:39][CH2:40][CH2:41][CH2:42][N:43]2[CH2:48][CH2:47][N:46]([CH3:49])[CH2:45][CH2:44]2)[CH:36]=[CH:35][C:32]=1[CH:33]=O.CC1C(C)=CC=C(N)C=1N>CN(C=O)C>[Cl:30][C:31]1[CH:38]=[C:37]([O:39][CH2:40][CH2:41][CH2:42][N:43]2[CH2:48][CH2:47][N:46]([CH3:49])[CH2:45][CH2:44]2)[CH:36]=[CH:35][C:32]=1[C:33]1[NH:19][C:23]2[CH:24]=[CH:25][C:26]([CH3:29])=[C:27]([CH3:28])[C:22]=2[N:21]=1. Procedure: 2-{(2-Chloro-4-[3-(4-methyl-piperazin-1-yl)-propoxy]-phenyl}-4,5-dimethyl-1H-benzoimidazole. 2-Chloro-4-[3-(4-methyl-piperazin-1-yl)-propoxy]-benzaldehyde (91.5 mg, 0.31 mmol, 1.0 equiv) and 3,4-dimethyl-benzene-1,2-diamine (42 mg, 0.31 mmol, 1.0 equiv) were stirred with Na2S2O5 (76 mg, 0.40 mmol, 1.3 equiv) in DMF (0.25 M) at 90° C. for 12 h. The reaction mixture was loaded directly on silica gel and purified according to Method 2, which afforded 98 mg (76%) of the title compound. MS (electrosp...